Dataset: the Open Reaction Database (ORD), a public repository of structured organic reaction records. Task: describe an organic reaction: reactants, conditions, products, and yield Reactants: C1CCOC1, CC(C)(C#N)CN1C(=O)C2(OCCCO2)c2cc(S(=O)(=O)N3CCCC3)ccc21, CCO, [H][H], N. The product is CC1(C)CN=C2N(C1)c1ccc(S(=O)(=O)N3CCCC3)cc1C21OCCCO1. As a reaction SMILES: [CH2:36]1[O:37][CH2:38][CH2:39][CH2:40]1.[CH3:1][C:2]([C:3]#[N:4])([CH2:5][N:6]1[C:7](=[O:28])[C:8]2([O:9][CH2:10][CH2:11][CH2:12][O:13]2)[c:14]2[cH:15][c:16]([S:20](=[O:21])(=[O:22])[N:23]3[CH2:24][CH2:25][CH2:26][CH2:27]3)[cH:17][cH:18][c:19]21)[CH3:29].[CH3:32][CH2:33][OH:34].[H:30][H:31].[NH3:35]>>[CH3:1][C:2]1([CH3:29])[CH2:3][N:4]=[C:7]2[N:6]([CH2:5]1)[c:19]1[c:14]([cH:15][c:16]([S:20](=[O:21])(=[O:22])[N:23]3[CH2:24][CH2:25][CH2:26][CH2:27]3)[cH:17][cH:18]1)[C:8]21[O:9][CH2:10][CH2:11][CH2:12][O:13]1. Starting materials: N=C(N)c1ccc(NC(=O)C(C(=O)O)c2ccccc2)cc1, CC(N)c1ccc([N+](=O)[O-])cc1, [Na], CN(C)C=O. Yields the product CC(NC(=O)C(C(=O)Nc1ccc(C(=N)N)cc1)c1ccccc1)c1ccc([N+](=O)[O-])cc1. As a reaction SMILES: [C:2]([NH2:3])(=[NH:4])[c:5]1[cH:6][cH:7][c:8]([NH:11][C:12]([CH:13]([C:14](=[O:15])[OH:16])[c:17]2[cH:18][cH:19][cH:20][cH:21][cH:22]2)=[O:23])[cH:9][cH:10]1.[N+:24](=[O:25])([O-:26])[c:27]1[cH:28][cH:29][c:30]([CH:33]([CH3:34])[NH2:35])[cH:31][cH:32]1.[Na:1].[O:36]=[CH:37][N:38]([CH3:39])[CH3:40]>>[C:2]([NH2:3])(=[NH:4])[c:5]1[cH:6][cH:7][c:8]([NH:11][C:12]([CH:13]([C:14](=[O:16])[NH:35][CH:33]([c:30]2[cH:29][cH:28][c:27]([N+:24](=[O:25])[O-:26])[cH:32][cH:31]2)[CH3:34])[c:17]2[cH:18][cH:19][cH:20][cH:21][cH:22]2)=[O:23])[cH:9][cH:10]1.